From a dataset of the Open Reaction Database (ORD), a public repository of structured organic reaction records. describe an organic reaction: reactants, conditions, products, and yield Solvent: CO (methanol). Reaction conditions: time 24 hour. As a reaction SMILES: F[C:2]1[CH:10]=[CH:9][C:8]([N+:11]([O-:13])=[O:12])=[CH:7][C:3]=1[C:4]([OH:6])=[O:5].[CH3:14][S-:15].[Na+].Cl>CO>[CH3:14][S:15][C:2]1[CH:10]=[CH:9][C:8]([N+:11]([O-:13])=[O:12])=[CH:7][C:3]=1[C:4]([OH:6])=[O:5] |f:1.2|. Yields the product CSC1=C(C(=O)O)C=C(C=C1)[N+](=O)[O-] (2-methylthio-5-nitrobenzoic acid). Procedure details: Combine 2-fluoro-5-nitrobenzoic acid (prepared by the method of Tetrahedron, 23, 4041-4045 (1967)) (3.7 g, 20 mmol) and sodium thiomethoxide (2.8 g, 40 mmol) in methanol (60 mL). Heat to reflux. After 24 hours, cool the reaction mixture, adjust the pH to about 2 using aqueous 1 M hydrochloric acid solution. Extract the reaction mixture with ethyl acetate. Dry the organic layer over MgSO4, filter, and evaporate in vacuo to give 2-methylthio-5-nitrobenzoic acid: Rf=0.5 (silica gel, 10% methanol/di... The reactants are FC1=C(C(=O)O)C=C(C=C1)[N+](=O)[O-] (2-fluoro-5-nitrobenzoic acid), C[S-].[Na+] (sodium thiomethoxide), Cl (hydrochloric acid). Starting materials: C(=O)(N1C=NC=C1)N1C=NC=C1 (carbonyldiimidazole), Cl (hydrochloric acid), ClC=1N=C(N(C1/C=C/C(=O)O)CC1=C(C=C(C=C1)OCCCCC)Cl)C ((E)-3-(4-Chloro-1-(2-chloro-4-(1-pentyloxy)benzyl)-2-methylimidazol-5-yl)-2-propenic acid), [Na].C(=C\CCC)/S(=O)(=O)N ((E)-1-penten-1-ylsulfonamide sodium salt). Run in CN(C=O)C (N,N-dimethylformamide), O (water). Run at time 3 hour. Yields the product ClC=1N=C(N(C1/C=C/C(=O)NS(=O)(=O)\C=C\CCC)CC1=C(C=C(C=C1)OCCCCC)Cl)C ((E)-3-(4-chloro-1-(2-chloro-4-(1-pentyloxy)benzyl)-2-methylimidazol-5-yl)-N-((E)-1-penten-1-ylsulfonyl)-2-propenamide). Isolated yield 80.2%. As a reaction SMILES: [Cl:1][C:2]1[N:3]=[C:4]([CH3:26])[N:5]([CH2:12][C:13]2[CH:18]=[CH:17][C:16]([O:19][CH2:20][CH2:21][CH2:22][CH2:23][CH3:24])=[CH:15][C:14]=2[Cl:25])[C:6]=1/[CH:7]=[CH:8]/[C:9]([OH:11])=O.C(N1C=CN=C1)(N1C=CN=C1)=O.[Na].[CH:40](/[S:45]([NH2:48])(=[O:47])=[O:46])=[CH:41]\[CH2:42][CH2:43][CH3:44].Cl>CN(C)C=O.O>[Cl:1][C:2]1[N:3]=[C:4]([CH3:26])[N:5]([CH2:12][C:13]2[CH:18]=[CH:17][C:16]([O:19][CH2:20][CH2:21][CH2:22][CH2:23][CH3:24])=[CH:15][C:14]=2[Cl:25])[C:6]=1/[CH:7]=[CH:8]/[C:9]([NH:48][S:45](/[CH:40]=[CH:41]/[CH2:42][CH2:43][CH3:44])(=[O:47])=[O:46])=[O:11] |f:2.3,^1:38|. Reported procedure: (E)-3-(4-Chloro-1-(2-chloro-4-(1-pentyloxy)benzyl)-2-methylimidazol-5-yl)-2-propenic acid (150 mg) was dissolved in N,N-dimethylformamide (1.5 ml) and carbonyldiimidazole was added. The mixture was stirred at room temperature for 3 hr. To the reaction mixture was added (E)-1-penten-1-ylsulfonamide sodium salt (97 mg), and the mixture was stirred at room temperature for 3 hr and left standing for one day. The reaction mixture was diluted with water (1.5 ml) and adjusted to pH 4 with 1N hydrochlor...